Task: describe an organic reaction: reactants, conditions, products, and yield. Dataset: the Open Reaction Database (ORD), a public repository of structured organic reaction records The reactants are CC(C)Cc1cccc(C(O)c2cccc(CC(C)C)c2)c1, O=C(Cl)C(=O)Cl, ClCCl. The product is CC(C)Cc1cccc(C(Cl)c2cccc(CC(C)C)c2)c1. As a reaction SMILES: [CH2:1]([CH:2]([CH3:3])[CH3:4])[c:5]1[cH:6][c:7]([CH:11]([OH:12])[c:13]2[cH:14][c:15]([CH2:19][CH:20]([CH3:21])[CH3:22])[cH:16][cH:17][cH:18]2)[cH:8][cH:9][cH:10]1.[Cl:23][C:24]([C:25]([Cl:26])=[O:27])=[O:28].[Cl:29][CH2:30][Cl:31]>>[CH2:1]([CH:2]([CH3:3])[CH3:4])[c:5]1[cH:6][c:7]([CH:11]([c:13]2[cH:14][c:15]([CH2:19][CH:20]([CH3:21])[CH3:22])[cH:16][cH:17][cH:18]2)[Cl:23])[cH:8][cH:9][cH:10]1.